Dataset: the Open Reaction Database (ORD), a public repository of structured organic reaction records. Task: describe an organic reaction: reactants, conditions, products, and yield Starting materials: COCCOC (ethylene glycol dimethyl ether), ClC=1C=C(C=C(C1O)C)CC#N ((3-Chloro-4-hydroxy-5-methyl-phenyl)-acetonitrile), [OH-].[K+] (potassium hydroxide). Run in O (water). Product: ClC=1C=C(C=C(C1O)C)CC(=O)O ((3-Chloro-4-hydroxy-5-methyl-phenyl)-acetic acid). Isolated yield 98.3%. RXN SMILES: [Cl:1][C:2]1[CH:3]=[C:4](CC#N)[CH:5]=[C:6]([CH3:9])[C:7]=1[OH:8].CO[CH2:15][CH2:16][O:17]C.[OH-:19].[K+]>O>[Cl:1][C:2]1[CH:3]=[C:4]([CH2:15][C:16]([OH:17])=[O:19])[CH:5]=[C:6]([CH3:9])[C:7]=1[OH:8] |f:2.3|. Procedure details: A suspension of (3-chloro-4-hydroxy-5-methyl-phenyl)-acetonitrile (4b) (1.3 g, 0.0071 mol) in water (2.06 mL) was treated with ethylene glycol dimethyl ether (13.93 mL, 0.133 mol) followed by potassium hydroxide (2.8 g, 0.0071 mol). The reaction mixture was heated to reflux for 24 h. At this time, the reaction mixture was concentrated under vacuum. The resulting solid was diluted with water (100 mL) and extracted with ethyl acetate (2×50 mL). The organic layers were discarded. The water layer wa... Product: COC(=O)c1c(F)cccc1I. Reaction SMILES: [CH3:17][OH:18].[CH3:19][CH2:20][O:21][C:22](=[O:23])[CH3:24].[F:6][c:7]1[c:8]([C:9](=[O:10])[OH:11])[c:12]([I:16])[cH:13][cH:14][cH:15]1.[S:1](=[O:2])(=[O:3])([OH:4])[OH:5]>>[F:6][c:7]1[c:8]([C:9](=[O:10])[O:11][CH3:17])[c:12]([I:16])[cH:13][cH:14][cH:15]1. Reactants: CO, CCOC(C)=O, O=C(O)c1c(F)cccc1I, O=S(=O)(O)O. Starting materials: CC(C)C[Al+]CC(C)C, Cl, COC(=O)CCc1cnoc1-c1ccc(C(F)(F)F)cc1, [H-], C1CCOC1. Product: OCCCc1cnoc1-c1ccc(C(F)(F)F)cc1. Reaction SMILES: [CH2:23]([Al+:24][CH2:25][CH:26]([CH3:27])[CH3:28])[CH:29]([CH3:30])[CH3:31].[ClH:32].[F:1][C:2]([c:3]1[cH:4][cH:5][c:6](-[c:9]2[c:10]([CH2:14][CH2:15][C:16](=[O:17])[O:18][CH3:19])[cH:11][n:12][o:13]2)[cH:7][cH:8]1)([F:20])[F:21].[H-:22].[O:33]1[CH2:34][CH2:35][CH2:36][CH2:37]1>>[F:1][C:2]([c:3]1[cH:4][cH:5][c:6](-[c:9]2[c:10]([CH2:14][CH2:15][CH2:16][OH:17])[cH:11][n:12][o:13]2)[cH:7][cH:8]1)([F:20])[F:21]. RXN SMILES: C([N:8]1[CH2:13][CH2:12][CH:11]([C:14]#[N:15])[CH2:10][CH2:9]1)C1C=CC=CC=1.[Cl:16]C(OC(Cl)C)=O>ClCCCl>[ClH:16].[NH:8]1[CH2:13][CH2:12][CH:11]([C:14]#[N:15])[CH2:10][CH2:9]1 |f:3.4|. Reported procedure: 11.0 g of 1-benzyl-4-piperidinecarbonitrile was dissolved in 100 ml 1,2-dichloroethane, 7.1 ml 1-chloroethyl chloroformate was added thereto under ice-cooling. The mixture was stirred at room temperature for 15 min, and then heated under reflux for 1 hr and 20 min. After evaporating, 50 ml methanol was added thereto and it was heated under reflux for 1 hr. The reaction solution was evaporated, and the crystalline residue was washed with ethyl acetate and collected by filtration to give 8.0 g of ... Reaction conditions: time 15 minute. Run in ClCCCl (1,2-dichloroethane). The product is Cl.N1CCC(CC1)C#N (4-piperidinecarbonitrile hydrochloride). The reactants are C(C1=CC=CC=C1)N1CCC(CC1)C#N (1-benzyl-4-piperidinecarbonitrile), ClC(=O)OC(C)Cl (1-chloroethyl chloroformate). Reactants: C(C)(C)(C)OC(=O)N1CCC(CC1)C(C1=CC=C(C=C1)OCC1=CC=CC=C1)=O (4-(4-benzyloxy-benzoyl)-piperidine-1-carboxylic acid tert-butyl ester), C(=O)(C(F)(F)F)O (TFA). The solvent is ClCCl (dichloromethane). Conditions: time 3 hour. Product: C(C1=CC=CC=C1)OC1=CC=C(C=C1)C(=O)C1CCNCC1 ((4-Benzyloxy-phenyl)-piperidin-4-yl-methanone). Yield: 100.3%. As a reaction SMILES: C(OC([N:8]1[CH2:13][CH2:12][CH:11]([C:14](=[O:29])[C:15]2[CH:20]=[CH:19][C:18]([O:21][CH2:22][C:23]3[CH:28]=[CH:27][CH:26]=[CH:25][CH:24]=3)=[CH:17][CH:16]=2)[CH2:10][CH2:9]1)=O)(C)(C)C.C(O)(C(F)(F)F)=O>ClCCl>[CH2:22]([O:21][C:18]1[CH:19]=[CH:20][C:15]([C:14]([CH:11]2[CH2:12][CH2:13][NH:8][CH2:9][CH2:10]2)=[O:29])=[CH:16][CH:17]=1)[C:23]1[CH:28]=[CH:27][CH:26]=[CH:25][CH:24]=1. Reported procedure: The a solution of 4-(4-benzyloxy-benzoyl)-piperidine-1-carboxylic acid tert-butyl ester (313 mg, 0.79 mmol) in dichloromethane (10 mL) was added TFA (0.61 mL, 7.9 mmol). The reaction was stirred for 3 hours and then the solvent removed under vacuum and placed under high vacuum to afford the title compound (234 mg). LRMS m/z: ES+=295.9 (M+H), retention time 1.18.